This data is from the Open Reaction Database (ORD), a public repository of structured organic reaction records. The task is: describe an organic reaction: reactants, conditions, products, and yield Starting materials: CC(=O)c1ccc(OCc2ccccc2)c([N+](=O)[O-])c1O, CC(=O)O, [Zn]. Yields the product CC(=O)c1ccc(OCc2ccccc2)c(N)c1O. RXN SMILES: [CH2:1]([c:2]1[cH:3][cH:4][cH:5][cH:6][cH:7]1)[O:8][c:9]1[c:10]([N+:19]([O-:20])=[O:21])[c:11]([OH:18])[c:12]([C:15]([CH3:16])=[O:17])[cH:13][cH:14]1.[CH3:22][C:23](=[O:24])[OH:25].[Zn:26]>>[CH2:1]([c:2]1[cH:3][cH:4][cH:5][cH:6][cH:7]1)[O:8][c:9]1[c:10]([NH2:19])[c:11]([OH:18])[c:12]([C:15]([CH3:16])=[O:17])[cH:13][cH:14]1. Reactants: Cc1cc(C)cc(Oc2[nH]c(=O)[nH]c(=O)c2C(C)C)c1, Fc1ccc(F)c(CBr)c1. Product: Cc1cc(C)cc(Oc2c(C(C)C)c(=O)[nH]c(=O)n2Cc2cc(F)ccc2F)c1. RXN SMILES: [CH:1]([CH3:2])([CH3:3])[c:4]1[c:5](=[O:20])[nH:6][c:7](=[O:19])[nH:8][c:9]1[O:10][c:11]1[cH:12][c:13]([CH3:18])[cH:14][c:15]([CH3:17])[cH:16]1.[F:21][c:22]1[c:23]([CH2:24][Br:25])[cH:26][c:27]([F:30])[cH:28][cH:29]1>>[CH:1]([CH3:2])([CH3:3])[c:4]1[c:5](=[O:20])[nH:6][c:7](=[O:19])[n:8]([CH2:24][c:23]2[c:22]([F:21])[cH:29][cH:28][c:27]([F:30])[cH:26]2)[c:9]1[O:10][c:11]1[cH:12][c:13]([CH3:18])[cH:14][c:15]([CH3:17])[cH:16]1. Reactants: O=C([O-])[O-], CCI, CCOC(C)=O, CC#N, CCOC(=O)c1c[nH]nc1C(F)(F)F, [K+], [K+], O. Yields the product CCOC(=O)c1cn(CC)nc1C(F)(F)F. As a reaction SMILES: [C:15](=[O:16])([O-:17])[O-:18].[CH2:21]([CH3:22])[I:23].[CH3:24][CH2:25][O:26][C:27](=[O:28])[CH3:29].[CH3:30][C:31]#[N:32].[F:1][C:2]([c:3]1[n:4][nH:5][cH:6][c:7]1[C:8](=[O:9])[O:10][CH2:11][CH3:12])([F:13])[F:14].[K+:19].[K+:20].[OH2:33]>>[F:1][C:2]([c:3]1[n:4][n:5]([CH2:21][CH3:22])[cH:6][c:7]1[C:8](=[O:9])[O:10][CH2:11][CH3:12])([F:13])[F:14]. Reactants: N(=NC(=O)OCCOC)C(=O)OCCOC (Bis(2-methoxyethyl) azodicarboxylate), CC1=C(C=C(C(=C1)[N+](=O)[O-])C)O (2,5-dimethyl-4-nitrophenol), C1(CC1)CO (cyclopropylmethanol), C1(=CC=CC=C1)P(C1=CC=CC=C1)C1=CC=CC=C1 (triphenylphosphine), C([O-])(O)=O.[Na+] (sodium bicarbonate). The solvent is C1(=CC=CC=C1)C (toluene). Reaction conditions: temperature 80 celsius, time 4 hour. Product: C1(CC1)COC1=C(C=C(C(=C1)C)[N+](=O)[O-])C (1-cyclopropylmethoxy-2,5-dimethyl-4-nitrobenzene). The yield is 85.2%. RXN SMILES: N(C(OCCOC)=O)=NC(OCCOC)=O.[CH3:17][C:18]1[CH:23]=[C:22]([N+:24]([O-:26])=[O:25])[C:21]([CH3:27])=[CH:20][C:19]=1[OH:28].[CH:29]1([CH2:32]O)[CH2:31][CH2:30]1.C1(P(C2C=CC=CC=2)C2C=CC=CC=2)C=CC=CC=1.C(=O)(O)[O-].[Na+]>C1(C)C=CC=CC=1>[CH:29]1([CH2:32][O:28][C:19]2[CH:20]=[C:21]([CH3:27])[C:22]([N+:24]([O-:26])=[O:25])=[CH:23][C:18]=2[CH3:17])[CH2:31][CH2:30]1 |f:4.5|. Reported procedure: 3.15 g of Bis(2-methoxyethyl) azodicarboxylate was added to a mixture of 1.73 g of 2,5-dimethyl-4-nitrophenol, 0.75 g of cyclopropylmethanol, 3.26 g of triphenylphosphine and 100 mL of toluene at 0° C., and the mixture was stirred at 80° C. for 4 hours. After cooling, a saturated aqueous sodium bicarbonate solution was added, and the mixture was extracted with ethyl acetate, and then the organic layer was washed with water and saturated salt water and dried over anhydrous magnesium sulfate. The ...